From a dataset of the Open Reaction Database (ORD), a public repository of structured organic reaction records. describe an organic reaction: reactants, conditions, products, and yield Reactants: O=C([O-])[O-], CN(C)C=O, COc1ccccc1OCCCc1oc(Cl)nc1-c1ccc(Cl)cc1, [K+], [K+], O, c1ccc(-c2nc[nH]c2-c2ccccc2)cc1. As a reaction SMILES: [C:43](=[O:44])([O-:45])[O-:46].[CH3:49][N:50]([CH3:51])[CH:52]=[O:53].[Cl:1][c:2]1[o:3][c:4]([CH2:14][CH2:15][CH2:16][O:17][c:18]2[c:19]([O:24][CH3:25])[cH:20][cH:21][cH:22][cH:23]2)[c:5](-[c:7]2[cH:8][cH:9][c:10]([Cl:13])[cH:11][cH:12]2)[n:6]1.[K+:47].[K+:48].[OH2:54].[c:26]1(-[c:32]2[n:33][cH:34][nH:35][c:36]2-[c:37]2[cH:38][cH:39][cH:40][cH:41][cH:42]2)[cH:27][cH:28][cH:29][cH:30][cH:31]1>>[c:2]1(-[n:33]2[c:32](-[c:26]3[cH:27][cH:28][cH:29][cH:30][cH:31]3)[c:36](-[c:37]3[cH:38][cH:39][cH:40][cH:41][cH:42]3)[n:35][cH:34]2)[o:3][c:4]([CH2:14][CH2:15][CH2:16][O:17][c:18]2[c:19]([O:24][CH3:25])[cH:20][cH:21][cH:22][cH:23]2)[c:5](-[c:7]2[cH:8][cH:9][c:10]([Cl:13])[cH:11][cH:12]2)[n:6]1. The product is COc1ccccc1OCCCc1oc(-n2cnc(-c3ccccc3)c2-c2ccccc2)nc1-c1ccc(Cl)cc1. Starting materials: Cl.C1CNCC2N1C1=CC=CC=C1NC2=O (2,3,4,4a-tetrahydro-1H-pyrazino[1,2-a]quinoxalin-5(6H)-one, hydrochloride), [I-].[K+] (potassium iodide), Cl.N1=C(C=CC=C1)CCCCCBr (5-(2-pyridyl)pentyl bromide hydrochloride), C([O-])([O-])=O.[K+].[K+] (potassium carbonate). Run in CC(=O)C (acetone), C(C)N(CC)CC (triethylamine). The product is N1=C(C=CC=C1)CCCCCN1CC2N(C3=CC=CC=C3NC2=O)CC1 (2,3,4,4a-Tetrahydro-3-[5-(2-Pyridinyl)Pentyl]-1H-Pyrazino[1,2-a]Quinoxalin-5(6H)-One). Reaction SMILES: Cl.[CH2:2]1[N:7]2[C:8]3[C:13]([NH:14][C:15](=[O:16])[CH:6]2[CH2:5][NH:4][CH2:3]1)=[CH:12][CH:11]=[CH:10][CH:9]=3.Cl.[N:18]1[CH:23]=[CH:22][CH:21]=[CH:20][C:19]=1[CH2:24][CH2:25][CH2:26][CH2:27][CH2:28]Br.C(=O)([O-])[O-].[K+].[K+].[I-].[K+]>CC(C)=O.C(N(CC)CC)C>[N:18]1[CH:23]=[CH:22][CH:21]=[CH:20][C:19]=1[CH2:24][CH2:25][CH2:26][CH2:27][CH2:28][N:4]1[CH2:3][CH2:2][N:7]2[C:8]3[C:13]([NH:14][C:15](=[O:16])[CH:6]2[CH2:5]1)=[CH:12][CH:11]=[CH:10][CH:9]=3 |f:0.1,2.3,4.5.6,7.8|. Procedure details: A solution of 6.2 g. (0.03 mole) of 2,3,4,4a-tetrahydro-1H-pyrazino[1,2-a]quinoxalin-5(6H)-one, hydrochloride, 7.5 g. (0.04 mole) of 5-(2-pyridyl)pentyl bromide hydrochloride, 15 g. potassium carbonate, 5 g. potassium iodide, and 0.5 ml. of triethylamine in acetone (200 ml.) is heated under reflux for 72 hours. The reaction is worked up in the usual manner, yielding the title compound as base. This is converted to dihydrochloride salt by treating an acetone solution of base with dry hydrogen chl... As a reaction SMILES: FC(F)(F)S(O[C:7]1[CH:20]=[C:19]2[C:10]([O:11][C:12]3[CH:13]=[CH:14][C:15]([C:26]4[C:27]([F:32])=[N:28][CH:29]=[CH:30][CH:31]=4)=[CH:16][C:17]=3[C@:18]32[CH2:24][O:23][C:22]([NH2:25])=[N:21]3)=[C:9]([F:33])[CH:8]=1)(=O)=[O:4].C1(P(C2C=CC=CC=2)C2C=CC=CC=2)C=CC=CC=1.[Cl-].[Li+].C([Sn](CCCC)(CCCC)/[CH:62]=[CH:63]/[C:64]1([CH3:68])[CH2:67][O:66][CH2:65]1)CCC>Cl[Pd](Cl)([P](C1C=CC=CC=1)(C1C=CC=CC=1)C1C=CC=CC=1)[P](C1C=CC=CC=1)(C1C=CC=CC=1)C1C=CC=CC=1.CN(C=O)C>[NH4+:21].[OH-:4].[F:33][C:9]1[C:10]2[O:11][C:12]3[C:17](=[CH:16][C:15]([C:26]4[C:27]([F:32])=[N:28][CH:29]=[CH:30][CH:31]=4)=[CH:14][CH:13]=3)[C@@:18]3([CH2:24][O:23][C:22]([NH2:25])=[N:21]3)[C:19]=2[CH:20]=[C:7](/[CH:62]=[CH:63]/[C:64]2([CH3:68])[CH2:67][O:66][CH2:65]2)[CH:8]=1 |f:2.3,7.8,^1:79,98|. The product is [NH4+].[OH-] (NH4OH), FC1=CC(=CC=2[C@]3(C4=CC(=CC=C4OC12)C=1C(=NC=CC1)F)N=C(OC3)N)\C=C\C3(COC3)C ((S,E)-4′-fluoro-7′-(2-fluoropyridin-3-yl)-2′-(2-(3-methyloxetan-3-yl)vinyl)-5H-spiro[oxazole-4,9′-xanthen]-2-amine). The reagents and catalysts are Cl[Pd]([P](C1=CC=CC=C1)(C2=CC=CC=C2)C3=CC=CC=C3)([P](C4=CC=CC=C4)(C5=CC=CC=C5)C6=CC=CC=C6)Cl (trans-dichlorobis(triphenyl-phosphine)palladium). The solvent is CN(C)C=O (DMF). The reactants are FC(S(=O)(=O)OC1=CC(=C2OC=3C=CC(=CC3[C@@]3(C2=C1)N=C(OC3)N)C=3C(=NC=CC3)F)F)(F)F ((S)-2-amino-5′-fluoro-2′-(2-fluoropyridin-3-yl)-5H-spiro[oxazole-4,9′-xanthene]-7′-yl trifluoromethanesulfonate), C1(=CC=CC=C1)P(C1=CC=CC=C1)C1=CC=CC=C1 (triphenylphosphine), [Cl-].[Li+] (lithium chloride), C(CCC)[Sn](\C=C\C1(COC1)C)(CCCC)CCCC ((E)-tributyl(2-(3-methyloxetan-3-yl)vinyl)stannane). Run at temperature 120 celsius. Procedure: A glass microwave reaction vessel was charged with (S)-2-amino-5′-fluoro-2′-(2-fluoropyridin-3-yl)-5H-spiro[oxazole-4,9′-xanthene]-7′-yl trifluoromethanesulfonate (120 mg, 0.234 mmol), trans-dichlorobis(triphenyl-phosphine)palladium (19.69 mg, 0.028 mmol), triphenylphosphine (36.8 mg, 0.140 mmol), lithium chloride (0.041 mL, 1.987 mmol) and (E)-tributyl(2-(3-methyloxetan-3-yl)vinyl)stannane (136 mg, 0.351 mmol). DMF (2.5 mL) was added and the reaction mixture was purged with argon for several mi... Reactants: O=C1NC2=C(S(C3=C1C=CC(=C3)C(=O)OC)(=O)=O)C=CC=C2 (methyl 10,11-dihydro-11-oxodibenzo[b,f][1,4]thiazepin-3-carboxylate 5,5-dioxide), P(Cl)(Cl)(Cl)(Cl)Cl (phosphorous pentachloride), P(=O)(Cl)(Cl)Cl (phosphoryl chloride). Conditions: time 18 hour. The product is ClC1=NC2=C(S(C3=C1C=CC(=C3)C(=O)OC)(=O)=O)C=CC=C2 (Methyl 11-Chlorodibenzo[b,f][1,4]thiazepin-3-carboxylate 5,5-Dioxide). As a reaction SMILES: O=[C:2]1[C:8]2[CH:9]=[CH:10][C:11]([C:13]([O:15][CH3:16])=[O:14])=[CH:12][C:7]=2[S:6](=[O:18])(=[O:17])[C:5]2[CH:19]=[CH:20][CH:21]=[CH:22][C:4]=2[NH:3]1.P(Cl)(Cl)(Cl)(Cl)[Cl:24].P(Cl)(Cl)(Cl)=O>>[Cl:24][C:2]1[C:8]2[CH:9]=[CH:10][C:11]([C:13]([O:15][CH3:16])=[O:14])=[CH:12][C:7]=2[S:6](=[O:18])(=[O:17])[C:5]2[CH:19]=[CH:20][CH:21]=[CH:22][C:4]=2[N:3]=1. Reported procedure: Add 6.34 gm. (20 mmole) of finely powdered methyl 10,11-dihydro-11-oxodibenzo[b,f][1,4]thiazepin-3-carboxylate 5,5-dioxide to a mixture of 6.25 gm. (30 mmole) phosphorous pentachloride in 17.3 ml. of phosphoryl chloride. Stir for 18 hours at room temperature. Separate the solids by filtration, wash with ether and dry in vacuo over potassium hydroxide. Dissolve the crude product in boiling tetrahydrofuran, filter and evaporate to a small volume in a stream of nitrogen. Dilute with acetonitrile an... Reactants: CC(C)Br, O=C([O-])[O-], CC1(C)OB(c2cn[nH]c2)OC1(C)C, CC#N, [Cs+], [Cs+]. Yields the product CC(C)n1cc(B2OC(C)(C)C(C)(C)O2)cn1. Reaction SMILES: [Br:15][CH:16]([CH3:17])[CH3:18].[C:19](=[O:20])([O-:21])[O-:22].[CH3:1][C:2]1([CH3:14])[O:3][B:4]([c:9]2[cH:10][n:11][nH:12][cH:13]2)[O:5][C:6]1([CH3:7])[CH3:8].[CH3:25][C:26]#[N:27].[Cs+:23].[Cs+:24]>>[CH3:1][C:2]1([CH3:14])[O:3][B:4]([c:9]2[cH:10][n:11][n:12]([CH:16]([CH3:17])[CH3:18])[cH:13]2)[O:5][C:6]1([CH3:7])[CH3:8]. Reactants: Nc1ccccc1Cl, ClC(Cl)Cl, Nc1c(C(=O)O)cccc1C(F)(F)F, O=S(Cl)Cl, c1ccccc1. Product: Nc1c(C(=O)Nc2ccccc2Cl)cccc1C(F)(F)F. RXN SMILES: [Cl:19][c:20]1[c:21]([NH2:22])[cH:23][cH:24][cH:25][cH:26]1.[Cl:27][CH:28]([Cl:29])[Cl:30].[F:1][C:2]([c:3]1[c:4]([NH2:12])[c:5]([C:6](=[O:7])[OH:8])[cH:9][cH:10][cH:11]1)([F:13])[F:14].[S:15]([Cl:16])([Cl:17])=[O:18].[cH:31]1[cH:32][cH:33][cH:34][cH:35][cH:36]1>>[F:1][C:2]([c:3]1[c:4]([NH2:12])[c:5]([C:6](=[O:8])[NH:22][c:21]2[c:20]([Cl:19])[cH:26][cH:25][cH:24][cH:23]2)[cH:9][cH:10][cH:11]1)([F:13])[F:14]. The reactants are Cc1ccc(C=O)c(C)c1, COc1cccc(CCN)c1, O, O=P(O)(O)O. The product is COc1ccc2c(c1)CCNC2c1ccc(C)cc1C. RXN SMILES: [CH3:12][c:13]1[c:14]([CH:15]=[O:16])[cH:17][cH:18][c:19]([CH3:21])[cH:20]1.[CH3:1][O:2][c:3]1[cH:4][c:5]([CH2:9][CH2:10][NH2:11])[cH:6][cH:7][cH:8]1.[OH2:27].[P:22](=[O:23])([OH:24])([OH:25])[OH:26]>>[CH3:1][O:2][c:3]1[cH:4][c:5]2[c:6]([cH:7][cH:8]1)[CH:15]([c:14]1[c:13]([CH3:12])[cH:20][c:19]([CH3:21])[cH:18][cH:17]1)[NH:11][CH2:10][CH2:9]2.